From a dataset of the Open Reaction Database (ORD), a public repository of structured organic reaction records. describe an organic reaction: reactants, conditions, products, and yield The reactants are CC(=O)O, CC(=O)O, C1CCOC1, CSC(C)c1ccc(C(Cl)(Cl)Cl)nc1, Ic1ccccc1, N#CN. The product is CC(c1ccc(C(Cl)(Cl)Cl)nc1)S(C)=NC#N. RXN SMILES: [C:18]([OH:19])(=[O:20])[CH3:21].[C:22]([OH:23])(=[O:24])[CH3:25].[CH2:33]1[O:34][CH2:35][CH2:36][CH2:37]1.[CH3:1][S:2][CH:3]([CH3:4])[c:5]1[cH:6][cH:7][c:8]([C:11]([Cl:12])([Cl:13])[Cl:14])[n:9][cH:10]1.[I:26][c:27]1[cH:28][cH:29][cH:30][cH:31][cH:32]1.[NH2:15][C:16]#[N:17]>>[CH3:1][S:2]([CH:3]([CH3:4])[c:5]1[cH:6][cH:7][c:8]([C:11]([Cl:12])([Cl:13])[Cl:14])[n:9][cH:10]1)=[N:17][C:16]#[N:15]. The reactants are BrCCCC1=CC(=C(C(=C1)C(C)(C)C)O)C(C)(C)C (4-(3-bromopropyl)-2,6-di-t-butylphenol), [N+](=O)([O-])C1=C(C=CC=C1)O (2-nitrophenol), C([O-])([O-])=O.[K+].[K+] (potassium carbonate), [I-].[Na+] (sodium iodide). The solvent is CN(C=O)C (dimethylformamide), O (water). The product is [N+](=O)([O-])C1=C(OCCCC2=CC(=C(C(=C2)C(C)(C)C)O)C(C)(C)C)C=CC=C1 (4-[3-(2-nitrophenoxy)propyl]-2,6-di-t-butylphenol). Yield: 74.3%. As a reaction SMILES: Br[CH2:2][CH2:3][CH2:4][C:5]1[CH:10]=[C:9]([C:11]([CH3:14])([CH3:13])[CH3:12])[C:8]([OH:15])=[C:7]([C:16]([CH3:19])([CH3:18])[CH3:17])[CH:6]=1.[N+:20]([C:23]1[CH:28]=[CH:27][CH:26]=[CH:25][C:24]=1[OH:29])([O-:22])=[O:21].C(=O)([O-])[O-].[K+].[K+].[I-].[Na+]>CN(C)C=O.O>[N+:20]([C:23]1[CH:28]=[CH:27][CH:26]=[CH:25][C:24]=1[O:29][CH2:2][CH2:3][CH2:4][C:5]1[CH:10]=[C:9]([C:11]([CH3:14])([CH3:13])[CH3:12])[C:8]([OH:15])=[C:7]([C:16]([CH3:19])([CH3:18])[CH3:17])[CH:6]=1)([O-:22])=[O:21] |f:2.3.4,5.6|. Reported procedure: A mixture of 4-(3-bromopropyl)-2,6-di-t-butylphenol (1.20 g), 2-nitrophenol (0.51 g), potassium carbonate (1.01 g) and a catalytic amount of sodium iodide was stirred in dimethylformamide (10 ml) at 60°-70° C. for 1.5 hrs. The reaction solution was poured into water, extracted with ethyl acetate, washed with water and then saturated saline, and dried over anhydrous MgSO4. After distilling off the solvent, the residue was purified by a silica gel column chromatography (hexane:ethyl acetate=10:1) ... The reactants are CCN(C(C)C)C(C)C, ClCCCl, CC(C)N=C=O, Nc1cc(NC(=O)c2c(Cl)cccc2Cl)ccn1. Yields the product CC(C)NC(=O)Nc1cc(NC(=O)c2c(Cl)cccc2Cl)ccn1. As a reaction SMILES: [CH:25]([N:26]([CH:27]([CH3:28])[CH3:29])[CH2:30][CH3:31])([CH3:32])[CH3:33].[Cl:34][CH2:35][CH2:36][Cl:37].[N:1](=[C:2]=[O:3])[CH:4]([CH3:5])[CH3:6].[NH2:7][c:8]1[n:9][cH:10][cH:11][c:12]([NH:14][C:15]([c:16]2[c:17]([Cl:23])[cH:18][cH:19][cH:20][c:21]2[Cl:22])=[O:24])[cH:13]1>>[NH:1]([C:2](=[O:3])[NH:7][c:8]1[n:9][cH:10][cH:11][c:12]([NH:14][C:15]([c:16]2[c:17]([Cl:23])[cH:18][cH:19][cH:20][c:21]2[Cl:22])=[O:24])[cH:13]1)[CH:4]([CH3:5])[CH3:6]. Starting materials: O=C(O)C(F)(F)F, CC(C)(C)OC(=O)C1CN(Cc2ccc(-c3noc(-c4noc(-c5ccccc5)c4-c4ccccc4)n3)cc2)C1. Product: O=C(O)C(F)(F)F, O=C(O)C1CN(Cc2ccc(-c3noc(-c4noc(-c5ccccc5)c4-c4ccccc4)n3)cc2)C1. As a reaction SMILES: [F:41][C:42]([C:43](=[O:44])[OH:45])([F:46])[F:47].[c:1]1(-[c:7]2[c:8](-[c:18]3[n:19][c:20](-[c:23]4[cH:24][cH:25][c:26]([CH2:27][N:28]5[CH2:29][CH:30]([C:32](=[O:33])[O:34][C:35]([CH3:36])([CH3:37])[CH3:38])[CH2:31]5)[cH:39][cH:40]4)[n:21][o:22]3)[n:9][o:10][c:11]2-[c:12]2[cH:13][cH:14][cH:15][cH:16][cH:17]2)[cH:2][cH:3][cH:4][cH:5][cH:6]1>>[F:41][C:42]([C:43](=[O:44])[OH:45])([F:46])[F:47].[c:1]1(-[c:7]2[c:8](-[c:18]3[n:19][c:20](-[c:23]4[cH:24][cH:25][c:26]([CH2:27][N:28]5[CH2:29][CH:30]([C:32](=[O:33])[OH:34])[CH2:31]5)[cH:39][cH:40]4)[n:21][o:22]3)[n:9][o:10][c:11]2-[c:12]2[cH:13][cH:14][cH:15][cH:16][cH:17]2)[cH:2][cH:3][cH:4][cH:5][cH:6]1.